From a dataset of the Open Reaction Database (ORD), a public repository of structured organic reaction records. describe an organic reaction: reactants, conditions, products, and yield Reactants: P(O)(O)(O)=O (Phosphoric acid), C([O-])([O-])=O.[Na+].[Na+] (sodium carbonate). Run in O (water). The product is O.O.P(=O)([O-])([O-])O.[Na+].[Na+] (Disodium orthophosphate dihydrate), P(=O)([O-])([O-])[O-].[Na+].[Na+].[Na+] (sodium orthophosphate). As a reaction SMILES: [P:1](=[O:5])([OH:4])([OH:3])[OH:2].C(=O)([O-])[O-:7].[Na+:10].[Na+]>O>[OH2:2].[OH2:7].[P:1]([OH:5])([O-:4])([O-:3])=[O:2].[Na+:10].[Na+:10].[P:1]([O-:5])([O-:4])([O-:3])=[O:2].[Na+:10].[Na+:10].[Na+:10] |f:1.2.3,5.6.7.8.9,10.11.12.13|. Procedure: Disodium orthophosphate dihydrate was prepared by a conventional rotary process. Phosphoric acid, sodium carbonate and water were reacted together to give a sodium orthophosphate solution having a molar ratio of sodium to phosphorus of 2/1 and a density of 50° C. baume at 100° C. The resulting solution was then evaporated to dryness in a rotary dryer and the dried product then cooled and screened to separate a -20 +100 mesh granular DSP.Duo product.